describe an organic reaction: reactants, conditions, products, and yield From a dataset of the Open Reaction Database (ORD), a public repository of structured organic reaction records. Starting materials: COc1ccc(-c2[nH]nc(C)c2[N+](=O)[O-])cc1OC, CCO. Yields the product COc1ccc(-c2[nH]nc(C)c2N)cc1OC. RXN SMILES: [CH3:1][O:2][c:3]1[cH:4][c:5](-[c:11]2[c:12]([N+:17]([O-:18])=[O:19])[c:13]([CH3:16])[n:14][nH:15]2)[cH:6][cH:7][c:8]1[O:9][CH3:10].[CH3:20][CH2:21][OH:22]>>[CH3:1][O:2][c:3]1[cH:4][c:5](-[c:11]2[c:12]([NH2:17])[c:13]([CH3:16])[n:14][nH:15]2)[cH:6][cH:7][c:8]1[O:9][CH3:10]. Reactants: FC1=CC=C(C=C1)CCOS(=O)(=O)C1=CC=C(C=C1)C (toluene-4-sulfonic acid 2-(4-fluorophenyl)-ethyl ester), Cl.Cl.C(C)OC(=O)[C@@H]1CNCC[C@H]1N(C)CC1=CC=CC=C1 (trans-4-(benzyl-methyl-amino)-piperidine-3-carboxylic acid ethyl ester dihydrochloride), C([O-])([O-])=O.[K+].[K+] (potassium carbonate). Run in C(C)#N (acetonitrile). Yield: 65.3%. Procedure details: A solution of toluene-4-sulfonic acid 2-(4-fluorophenyl)-ethyl ester (containing 10% by weight of 2-(4-fluorophenyl)ethanol; 206 mg, 630 μmol), trans-4-(benzyl-methyl-amino)-piperidine-3-carboxylic acid ethyl ester dihydrochloride (220 mg, 630 μmol) and potassium carbonate (261 mg, 1.9 mmol) in acetonitrile (6 mL) was heated at reflux for 17 hours. The mixture was cooled and filtered, the solid was washed with acetonitrile, and the filtrate was concentrated under vacuum. The residue was purified... Reaction SMILES: [F:1][C:2]1[CH:7]=[CH:6][C:5]([CH2:8][CH2:9]OS(C2C=CC(C)=CC=2)(=O)=O)=[CH:4][CH:3]=1.Cl.Cl.[CH2:23]([O:25][C:26]([C@H:28]1[C@H:33]([N:34]([CH2:36][C:37]2[CH:42]=[CH:41][CH:40]=[CH:39][CH:38]=2)[CH3:35])[CH2:32][CH2:31][NH:30][CH2:29]1)=[O:27])[CH3:24].C(=O)([O-])[O-].[K+].[K+]>C(#N)C>[CH2:23]([O:25][C:26]([C@H:28]1[C@H:33]([N:34]([CH2:36][C:37]2[CH:38]=[CH:39][CH:40]=[CH:41][CH:42]=2)[CH3:35])[CH2:32][CH2:31][N:30]([CH2:9][CH2:8][C:5]2[CH:4]=[CH:3][C:2]([F:1])=[CH:7][CH:6]=2)[CH2:29]1)=[O:27])[CH3:24] |f:1.2.3,4.5.6|. Product: C(C)OC(=O)[C@@H]1CN(CC[C@H]1N(C)CC1=CC=CC=C1)CCC1=CC=C(C=C1)F (trans-4-(benzyl-methyl-amino)-1-[2-(4-fluorophenyl)-ethyl]-piperidine-3-carboxylic acid ethyl ester).